Dataset: the Open Reaction Database (ORD), a public repository of structured organic reaction records. Task: describe an organic reaction: reactants, conditions, products, and yield Reactants: O (Water), CN1C(NN=C1C1=CC=CC=C1)=O (4-methyl-5-phenyl-2,4-dihydro[1,2,4]triazol-3-one), BrCCCBr (1,3-dibromopropane), [H-].[Na+] (sodium hydride). Run in CN(C=O)C (N,N-dimethylformamide), C(C)(=O)OCC (ethyl acetate). Run at time 6 hour. Yields the product BrCCCN1N=C(N(C1=O)C)C1=CC=CC=C1 (2-(3-Bromopropyl)-4-methyl-5-phenyl-2,4-dihydro[1,2,4]triazol-3-one). As a reaction SMILES: [CH3:1][N:2]1[C:6]([C:7]2[CH:12]=[CH:11][CH:10]=[CH:9][CH:8]=2)=[N:5][NH:4][C:3]1=[O:13].[Br:14][CH2:15][CH2:16][CH2:17]Br.[H-].[Na+].O>CN(C)C=O.C(OCC)(=O)C>[Br:14][CH2:15][CH2:16][CH2:17][N:4]1[C:3](=[O:13])[N:2]([CH3:1])[C:6]([C:7]2[CH:12]=[CH:11][CH:10]=[CH:9][CH:8]=2)=[N:5]1 |f:2.3|. Procedure: After dissolving 4-methyl-5-phenyl-2,4-dihydro[1,2,4]triazol-3-one (CAS 50369-39-6) (500 mg) and 1,3-dibromopropane (0.87 ml) in N,N-dimethylformamide (9 ml), sodium hydride (60% in oil) (125 mg) was added and the mixture was stirred at room temperature for 6 hours. Water was added to the reaction mixture, and extraction was performed with ethyl acetate. The organic layer was washed with water and brine in that order and then dried over anhydrous magnesium sulfate. After filtration, the solvent ...